Dataset: the Open Reaction Database (ORD), a public repository of structured organic reaction records. Task: describe an organic reaction: reactants, conditions, products, and yield Reactants: COC(=O)c1cnc(Br)s1, O=C([O-])[O-], CCNC(=O)Nc1ccc(B2OC(C)(C)C(C)(C)O2)cn1, [Cs+], [Cs+]. The product is CCNC(=O)Nc1ccc(-c2ncc(C(=O)OC)s2)cn1. As a reaction SMILES: [Br:22][c:23]1[s:24][c:25]([C:28](=[O:29])[O:30][CH3:31])[cH:26][n:27]1.[C:32](=[O:33])([O-:34])[O-:35].[CH2:1]([CH3:2])[NH:3][C:4](=[O:5])[NH:6][c:7]1[n:8][cH:9][c:10]([B:13]2[O:14][C:15]([CH3:16])([CH3:17])[C:18]([CH3:19])([CH3:20])[O:21]2)[cH:11][cH:12]1.[Cs+:36].[Cs+:37]>>[CH2:1]([CH3:2])[NH:3][C:4](=[O:5])[NH:6][c:7]1[n:8][cH:9][c:10](-[c:23]2[s:24][c:25]([C:28](=[O:29])[O:30][CH3:31])[cH:26][n:27]2)[cH:11][cH:12]1. Starting materials: O=C([O-])[O-], CN(C)C=O, CCOC(C)=O, Nc1cc([N+](=O)[O-])ccc1Cl, [Cs+], [Cs+], O, Oc1ccc(S)cc1. Yields the product Nc1cc([N+](=O)[O-])ccc1Sc1ccc(O)cc1. As a reaction SMILES: [C:20](=[O:21])([O-:22])[O-:23].[CH3:27][N:28]([CH3:29])[CH:30]=[O:31].[CH3:32][CH2:33][O:34][C:35](=[O:36])[CH3:37].[Cl:1][c:2]1[c:3]([NH2:4])[cH:5][c:6]([N+:9](=[O:10])[O-:11])[cH:7][cH:8]1.[Cs+:24].[Cs+:25].[OH2:26].[OH:12][c:13]1[cH:14][cH:15][c:16]([SH:19])[cH:17][cH:18]1>>[c:2]1([S:19][c:16]2[cH:15][cH:14][c:13]([OH:12])[cH:18][cH:17]2)[c:3]([NH2:4])[cH:5][c:6]([N+:9](=[O:10])[O-:11])[cH:7][cH:8]1. As a reaction SMILES: [Br:1][c:2]1[cH:3][cH:4][cH:5][c:6]([Br:7])[cH:8]1.[CH2:9]([Li:10])[CH2:11][CH2:12][CH3:13].[F:14][CH:15]([O:16][c:17]1[cH:18][c:19]([CH3:26])[c:20]([C:23]([CH3:24])=[O:25])[cH:21][cH:22]1)[F:27].[O:28]1[CH2:29][CH2:30][CH2:31][CH2:32]1>>[c:2]1([C:23]([c:20]2[c:19]([CH3:26])[cH:18][c:17]([O:16][CH:15]([F:14])[F:27])[cH:22][cH:21]2)=[CH2:24])[cH:3][cH:4][cH:5][c:6]([Br:7])[cH:8]1. The reactants are Brc1cccc(Br)c1, [Li]CCCC, CC(=O)c1ccc(OC(F)F)cc1C, C1CCOC1. Yields the product C=C(c1cccc(Br)c1)c1ccc(OC(F)F)cc1C. Starting materials: NC=1C=C2C=CC=C(C2=CC1)OCCCC1=C(NC2=C(C=CC=C12)Br)C(=O)OCC (ethyl 3-(3-(6-aminonaphthalen-1-yloxy)propyl)-7-bromo-1H-indole-2-carboxylate), C1(=C(C=CC=C1)B(O)O)C (o-tolylboronic acid), C(=O)([O-])[O-].[K+].[K+] (K2CO3), CO.FC(C(=O)O)(F)F (trifluoroacetic acid methanol). Reagents/catalysts: Cl[Pd]([P](C1=CC=CC=C1)(C2=CC=CC=C2)C3=CC=CC=C3)([P](C4=CC=CC=C4)(C5=CC=CC=C5)C6=CC=CC=C6)Cl (bis(triphenylphosphine)palladium(II) dichloride). The solvent is C(OC)COC (dimethoxyethane), O (water), C(C)O (ethanol). Run at temperature 160 celsius. The product is NC=1C=C2C=CC=C(C2=CC1)OCCCC1=C(NC2=C(C=CC=C12)C1=C(C=CC=C1)C)C(=O)O (3-(3-((6-amino-1-naphthyl)oxy)propyl)-7-(2-methylphenyl)-1H-indole-2-carboxylic acid). RXN SMILES: [NH2:1][C:2]1[CH:3]=[C:4]2[C:9](=[CH:10][CH:11]=1)[C:8]([O:12][CH2:13][CH2:14][CH2:15][C:16]1[C:24]3[C:19](=[C:20](Br)[CH:21]=[CH:22][CH:23]=3)[NH:18][C:17]=1[C:26]([O:28]CC)=[O:27])=[CH:7][CH:6]=[CH:5]2.[C:31]1([CH3:40])[CH:36]=[CH:35][CH:34]=[CH:33][C:32]=1B(O)O.C([O-])([O-])=O.[K+].[K+].CO.FC(F)(F)C(O)=O>C(COC)OC.Cl[Pd](Cl)([P](C1C=CC=CC=1)(C1C=CC=CC=1)C1C=CC=CC=1)[P](C1C=CC=CC=1)(C1C=CC=CC=1)C1C=CC=CC=1.O.C(O)C>[NH2:1][C:2]1[CH:3]=[C:4]2[C:9](=[CH:10][CH:11]=1)[C:8]([O:12][CH2:13][CH2:14][CH2:15][C:16]1[C:24]3[C:19](=[C:20]([C:32]4[CH:33]=[CH:34][CH:35]=[CH:36][C:31]=4[CH3:40])[CH:21]=[CH:22][CH:23]=3)[NH:18][C:17]=1[C:26]([OH:28])=[O:27])=[CH:7][CH:6]=[CH:5]2 |f:2.3.4,5.6,^1:64,83|. Procedure details: A mixture of EXAMPLE 563A (45 mg), o-tolylboronic acid (15.7 mg), K2CO3 (1 M, 0.17 ml) and bis(triphenylphosphine)palladium(II) dichloride (7.2 mg, 0.01 mmol) in a mixture of dimethoxyethane (2.2 ml), ethanol (0.6 ml) and water (0.9 ml) was heated at 160° C. in a microwave reactor (CEM Discover) for 10 minutes. The reaction mixture was acidified with a diluted trifluoroacetic acid methanol solution and concentrated. The residue was suspended in a mixture of DMSO and methanol (1:1) and filtered. ... Starting materials: IC1=CNC=2N=CN=C(C21)C (5-iodo-4-methyl-7H-pyrrolo[2,3-d]pyrimidine), [H-].[Na+] (sodium hydride), O (water), C(C)(C)[Si](C(C)C)(C(C)C)Cl (triisopropysilyl chloride). Run in O1CCCC1 (tetrahydrofuran). Conditions: time 10 minute. Product: IC1=CN(C=2N=CN=C(C21)C)[Si](C(C)C)(C(C)C)C(C)C (5-iodo-4-methyl-7-triisopropylsilanyl-7H-pyrrolo[2,3-d]pyrimidine). Reaction SMILES: [I:1][C:2]1[C:10]2[C:9]([CH3:11])=[N:8][CH:7]=[N:6][C:5]=2[NH:4][CH:3]=1.[H-].[Na+].[CH:14]([Si:17](Cl)([CH:21]([CH3:23])[CH3:22])[CH:18]([CH3:20])[CH3:19])([CH3:16])[CH3:15].O>O1CCCC1>[I:1][C:2]1[C:10]2[C:9]([CH3:11])=[N:8][CH:7]=[N:6][C:5]=2[N:4]([Si:17]([CH:21]([CH3:23])[CH3:22])([CH:18]([CH3:20])[CH3:19])[CH:14]([CH3:16])[CH3:15])[CH:3]=1 |f:1.2|. Procedure details: To 5-iodo-4-methyl-7H-pyrrolo[2,3-d]pyrimidine (19, 323.6 mg, 1.25 mmol) in 8 mL of tetrahydrofuran under nitrogen, sodium hydride (57.41 mg, 60% in mineral oil, 1.44 mmol) was added. The reaction was stirred at room temperature for 10 minutes, then triisopropysilyl chloride (3, 0.304 mL, 1.44 mmol) was added. The reaction was stirred at room temperature for 2 hours, then poured into water and extracted with ethyl acetate. The organic layer was dried over sodium sulfate, filtered and the filtrat... Starting materials: ClC=1C(=NC(=NC1Cl)C1CC1)C(=O)O (5,6-dichloro-2-cyclopropyl-4-pyrimidinecarboxylic acid), N (ammonia), Cl (hydrochloric acid). The solvent is O (water). Run at temperature 80 celsius. Product: NC1=C(C(=NC(=N1)C1CC1)C(=O)O)Cl (6-amino-5-chloro-2-cyclopropyl-4-pyrimidinecarboxylic acid). Isolated yield 105.3%. RXN SMILES: [Cl:1][C:2]1[C:3]([C:12]([OH:14])=[O:13])=[N:4][C:5]([CH:9]2[CH2:11][CH2:10]2)=[N:6][C:7]=1Cl.[NH3:15].Cl>O>[NH2:15][C:7]1[N:6]=[C:5]([CH:9]2[CH2:11][CH2:10]2)[N:4]=[C:3]([C:12]([OH:14])=[O:13])[C:2]=1[Cl:1]. Procedure details: A 3-L flask was charged with 5,6-dichloro-2-cyclopropyl-4-pyrimidinecarboxylic acid (280 g, 1.2 mol), ammonia (28 wt % in water, 350 g, 5.76 mol) and water (1.26 L). The reaction mixture was heated at 80° C. for 5 h, and excess water (about 600 mL) was removed by distillation at 50° C./9 kPa. After cooling to 20° C., the reaction mixture was acidified to pH 2 with aqueous hydrochloric acid (132 g, 110 mL, 1.32 mol), cooled to 5° C., and filtered. The filtered wet cake was washed with water (2×20...